From a dataset of the Open Reaction Database (ORD), a public repository of structured organic reaction records. describe an organic reaction: reactants, conditions, products, and yield The reactants are BrC1=CC=C(OC(CO)(C)C)C=C1 (2-(4-bromophenoxy)-2-methylpropan-1-ol), N1=C(C=CC=C1C)C (2,6-lutidine), FC(S(=O)(=O)O[Si](C)(C)C(C)(C)C)(F)F (tert-butyl(dimethyl)silyl trifluoromethanesulfonate). The solvent is C(C)(=O)OCC (ethyl acetate), ClCCl (dichloromethane). Run at time 1 hour. Product: BrC1=CC=C(OC(CO[Si](C)(C)C(C)(C)C)(C)C)C=C1 ([2-(4-bromophenoxy)-2-methylpropoxy](tert-butyl)dimethylsilane). Yield: 100.0%. As a reaction SMILES: [Br:1][C:2]1[CH:13]=[CH:12][C:5]([O:6][C:7]([CH3:11])([CH3:10])[CH2:8][OH:9])=[CH:4][CH:3]=1.N1C(C)=CC=CC=1C.FC(F)(F)S(O[Si:28]([C:31]([CH3:34])([CH3:33])[CH3:32])([CH3:30])[CH3:29])(=O)=O>ClCCl.C(OCC)(=O)C>[Br:1][C:2]1[CH:13]=[CH:12][C:5]([O:6][C:7]([CH3:10])([CH3:11])[CH2:8][O:9][Si:28]([C:31]([CH3:34])([CH3:33])[CH3:32])([CH3:30])[CH3:29])=[CH:4][CH:3]=1. Reported procedure: To a solution of 2-(4-bromophenoxy)-2-methylpropan-1-ol (25.4 g) and 2,6-lutidine (30.2 mL) in dichloromethane (300 mL) was added tert-butyl(dimethyl)silyl trifluoromethanesulfonate (28.6 mL) under ice-cooling, and the mixture was stirred for 1 hr. The reaction mixture was diluted with ethyl acetate, washed with 1 M hydrochloric acid and then with saturated brine, and dried over anhydrous sodium sulfate. The solvent was evaporated under reduced pressure. The residue was purified by silica gel co... Reactants: C(C)OC(=O)C1=C(N=C(S1)C=1C=NC=C(C1)Br)CBr (4-bromomethyl-2-(5-bromo-pyridin-3-yl)-thiazole-5-carboxylic acid ethyl ester), C(C)OC(CNCC1=C(C=C(C=C1)OC)OC)=O ((2,4-dimethoxy-benzylamino)-acetic acid ethyl ester), C([O-])([O-])=O.[K+].[K+] (potassium carbonate). Run in CN(C=O)C (dimethylformamide). Reaction conditions: time 24 hour. The product is C(C)OC(=O)C1=C(N=C(S1)C=1C=NC=C(C1)Br)CN(CC(=O)OCC)CC1=C(C=C(C=C1)OC)OC (2-(5-Bromo-pyridin-3-yl)-4-{[(2,4-dimethoxy-benzyl)-ethoxycarbonylmethyl-amino]-methyl}-thiazole-5-carboxylic acid ethyl ester). Isolated yield 39.3%. RXN SMILES: [CH2:1]([O:3][C:4]([C:6]1[S:10][C:9]([C:11]2[CH:12]=[N:13][CH:14]=[C:15]([Br:17])[CH:16]=2)=[N:8][C:7]=1[CH2:18]Br)=[O:5])[CH3:2].[CH2:20]([O:22][C:23](=[O:37])[CH2:24][NH:25][CH2:26][C:27]1[CH:32]=[CH:31][C:30]([O:33][CH3:34])=[CH:29][C:28]=1[O:35][CH3:36])[CH3:21].C(=O)([O-])[O-].[K+].[K+]>CN(C)C=O>[CH2:1]([O:3][C:4]([C:6]1[S:10][C:9]([C:11]2[CH:12]=[N:13][CH:14]=[C:15]([Br:17])[CH:16]=2)=[N:8][C:7]=1[CH2:18][N:25]([CH2:26][C:27]1[CH:32]=[CH:31][C:30]([O:33][CH3:34])=[CH:29][C:28]=1[O:35][CH3:36])[CH2:24][C:23]([O:22][CH2:20][CH3:21])=[O:37])=[O:5])[CH3:2] |f:2.3.4|. Procedure: A mixture of 4-bromomethyl-2-(5-bromo-pyridin-3-yl)-thiazole-5-carboxylic acid ethyl ester (880 mg, 2.18 mmol), (2,4-dimethoxy-benzylamino)-acetic acid ethyl ester (552 mg, 2.18 mmol) and potassium carbonate (452 mg, 3.27 mmol) in anhydrous dimethylformamide (8 mL) was stirred at room temperature for 24 h before it was quenched with water, extracted with ethyl acetate. The organic layer was washed with water, brine, dried over anhydrous sodium sulfate and concentrated in vacuo. The residue was p... The reactants are [OH-].[Na+] (sodium hydroxide), CN1C(C(CCC1)C1=CC(CCC1)=O)=O (1-Methyl-3-(3-oxocyclohexen-1-yl)-2-piperidone), [Br-].[Li+] (lithium bromide), cupric bromide. Solvent: C(C)#N (acetonitrile), CCCCCC (hexane). Yields the product OC=1C=C(C=CC1)C1C(N(CCC1)C)=O (3-(3-Hydroxyphenyl)-1-methyl-2-piperidone), hydrate. RXN SMILES: [CH3:1][N:2]1[CH2:7][CH2:6][CH2:5][CH:4]([C:8]2[CH2:13][CH2:12][CH2:11][C:10](=[O:14])[CH:9]=2)[C:3]1=[O:15].[Br-].[Li+].[OH-].[Na+]>C(#N)C.CCCCCC>[OH:14][C:10]1[CH:9]=[C:8]([CH:4]2[CH2:5][CH2:6][CH2:7][N:2]([CH3:1])[C:3]2=[O:15])[CH:13]=[CH:12][CH:11]=1 |f:1.2,3.4|. Reported procedure: 1-Methyl-3-(3-oxocyclohexen-1-yl)-2-piperidone (3.5 g) was refluxed in acetonitrile (100 ml) in the presence of lithium bromide (1.4 g) and cupric bromide (7.6 g) for 0.5 hours. The acetonitrile was evaporated to give a gum, to which 2 N sodium hydroxide (100 ml) was added, the solution filtered, conc. HCl (30 ml) added to the filtrate, the aqueous extracted with chloroform, dried (MgSO4) and evaporated to give an oil, which on standing overnight, at 0° C., in hexane gave a yellow solid. This wa... Reactants: solution, O (water), [H-].[H-].[H-].[H-].[Li+].[Al+3] (LiAlH4), C(C)C(CC)(C1=CC(=C(C=C1)C#CC(CC)(O)CC)C)C1=CC(=C(C=C1)O)C (4-{1-ethyl-1-(4-(3-ethyl-3-hydroxy-1-pentynyl)-3-methyl-phenyl)-propyl}-2-methyl-phenol). The solvent is O1CCCC1 (tetrahydrofuran), O1CCCC1 (tetrahydrofuran). The product is C(C)C(CC)(C1=CC(=C(C=C1)C=CC(CC)(O)CC)C)C1=CC(=C(C=C1)O)C (4-{1-ethyl-1-[4-(3-ethyl-3-hydroxy-1-pentenyl)-3-methyl-phenyl]-propyl}-2-methyl-phenol). The yield is 62.3%. RXN SMILES: [H-].[H-].[H-].[H-].[Li+].[Al+3].[CH2:7]([C:9]([C:27]1[CH:32]=[CH:31][C:30]([OH:33])=[C:29]([CH3:34])[CH:28]=1)([C:12]1[CH:17]=[CH:16][C:15]([C:18]#[C:19][C:20]([CH2:24][CH3:25])([OH:23])[CH2:21][CH3:22])=[C:14]([CH3:26])[CH:13]=1)[CH2:10][CH3:11])[CH3:8].O>O1CCCC1>[CH2:7]([C:9]([C:27]1[CH:32]=[CH:31][C:30]([OH:33])=[C:29]([CH3:34])[CH:28]=1)([C:12]1[CH:17]=[CH:16][C:15]([CH:18]=[CH:19][C:20]([CH2:21][CH3:22])([OH:23])[CH2:24][CH3:25])=[C:14]([CH3:26])[CH:13]=1)[CH2:10][CH3:11])[CH3:8] |f:0.1.2.3.4.5|. Procedure details: A 1 M solution of LiAlH4 in tetrahydrofuran (5.28 mL, 5.28 mmol) was added to a solution of 4-{1-ethyl-1-(4-(3-ethyl-3-hydroxy-1-pentynyl)-3-methyl-phenyl)-propyl}-2-methyl-phenol (Example 1-(4); 800 mg, 2.11 mmol) in tetrahydrofuran (8 mL) at room temperature. The mixture was heated under reflux for 18 hours and cooled, and then water was added. The mixture was filtered, followed by extraction with ethyl acetate. The organic layer was washed with brine, dried over anhydrous magnesium sulfate an... The reactants are P(=O)(O)(O)[O-].[Na+] (sodium dihydrogen phosphate), Cl(=O)[O-].[Na+] (sodium chlorite), C[Si](C)(C)C=[N+]=[N-] ((Trimethylsilyl)diazomethane), [N+](=O)([O-])C1=CC=C2C(=NN(C2=C1)COCC[Si](C)(C)C)C=O (6-Nitro-1-((2-(trimethylsilyl)ethoxy)methyl)-1H-indazole-3-carbaldehyde), CC(C)=CC (2-methyl-2-butene), CC(=O)O (AcOH). The solvent is O (water), CC(C)(C)O (t-BuOH). Conditions: time 3 hour. Yields the product [N+](=O)([O-])C1=CC=C2C(=NN(C2=C1)COCC[Si](C)(C)C)C(=O)OC (methyl 6-nitro-1-((2-(trimethylsilyl)ethoxy)methyl)-1H-indazole-3-carboxylate). Yield: 88.0%. RXN SMILES: [N+:1]([C:4]1[CH:12]=[C:11]2[C:7]([C:8]([CH:21]=[O:22])=[N:9][N:10]2[CH2:13][O:14][CH2:15][CH2:16][Si:17]([CH3:20])([CH3:19])[CH3:18])=[CH:6][CH:5]=1)([O-:3])=[O:2].CC(=CC)C.P([O-])(O)(O)=O.[Na+].Cl([O-])=O.[Na+].C[Si](C=[N+]=[N-])(C)C.C[C:46](O)=[O:47]>O.CC(O)(C)C>[N+:1]([C:4]1[CH:12]=[C:11]2[C:7]([C:8]([C:21]([O:47][CH3:46])=[O:22])=[N:9][N:10]2[CH2:13][O:14][CH2:15][CH2:16][Si:17]([CH3:18])([CH3:19])[CH3:20])=[CH:6][CH:5]=1)([O-:3])=[O:2] |f:2.3,4.5|. Procedure details: 6-Nitro-1-((2-(trimethylsilyl)ethoxy)methyl)-1H-indazole-3-carbaldehyde (1.72 g, 5.35 mmol, Preparation #N.1) was added to a solution of 2-methyl-2-butene (2.0 M in THF, 26.8 mL, 53.5 mmol) and t-BuOH (48.2 mL) under N2. A solution of sodium dihydrogen phosphate (3.35 g, 27.9 mmol) and sodium chlorite (1.50 g, 16.6 mmol) in water (16.1 mL) was added and the mixture was stirred at rt for about 3 h. The mixture was concentrated under reduced pressure. DCM (50 mL) and aqueous 1 N HCl (20 mL) were a...